From a dataset of the Open Reaction Database (ORD), a public repository of structured organic reaction records. describe an organic reaction: reactants, conditions, products, and yield Starting materials: O (water), C(CCC)OC1=C(N(C(C2=CC=C(C=C12)/C=C/C(=O)O)=O)CC(C)(C)C)CNC(=O)OC(C)(C)C ((E)-3-[4-butoxy-3-[[(tert-butoxycarbonyl)amino]methyl]-2-neopentyl-1-oxo-1,2-dihydro-6-isoquinolinyl]-2-propenic acid), Cl.C(C)N=C=NCCCN(C)C (1-ethyl-3-(3-dimethylaminopropyl)carbodiimide hydrochloride), [NH4+].ON1N=NC2=C1C=CC=C2 (1-hydroxybenzotriazole ammonium salt). Solvent: CN(C=O)C (N,N-dimethylformamide). The product is C(CCC)OC1=C(N(C(C2=CC=C(C=C12)/C=C/C(=O)N)=O)CC(C)(C)C)CNC(=O)OC(C)(C)C ((E)-3-[4-butoxy-3-[[(tert-butoxycarbonyl)amino]methyl]-2-neopentyl-1-oxo-1,2-dihydro-6-isoquinolinyl]-2-propenamide). Isolated yield 85.3%. As a reaction SMILES: [CH2:1]([O:5][C:6]1[C:15]2[C:10](=[CH:11][CH:12]=[C:13](/[CH:16]=[CH:17]/[C:18](O)=[O:19])[CH:14]=2)[C:9](=[O:21])[N:8]([CH2:22][C:23]([CH3:26])([CH3:25])[CH3:24])[C:7]=1[CH2:27][NH:28][C:29]([O:31][C:32]([CH3:35])([CH3:34])[CH3:33])=[O:30])[CH2:2][CH2:3][CH3:4].Cl.C([N:39]=C=NCCCN(C)C)C.[NH4+].ON1C2C=CC=CC=2N=N1.O>CN(C)C=O>[CH2:1]([O:5][C:6]1[C:15]2[C:10](=[CH:11][CH:12]=[C:13](/[CH:16]=[CH:17]/[C:18]([NH2:39])=[O:19])[CH:14]=2)[C:9](=[O:21])[N:8]([CH2:22][C:23]([CH3:24])([CH3:25])[CH3:26])[C:7]=1[CH2:27][NH:28][C:29]([O:31][C:32]([CH3:35])([CH3:34])[CH3:33])=[O:30])[CH2:2][CH2:3][CH3:4] |f:1.2,3.4|. Procedure details: A solution of (E)-3-[4-butoxy-3-[[(tert-butoxycarbonyl)amino]methyl]-2-neopentyl-1-oxo-1,2-dihydro-6-isoquinolinyl]-2-propenic acid (0.34 g, 0.7 mmol), 1-ethyl-3-(3-dimethylaminopropyl)carbodiimide hydrochloride (0.27 g, 1.4 mmol) and 1-hydroxybenzotriazole ammonium salt (0.21 g, 1.4 mmol) in N,N-dimethylformamide (10 mL) was stirred at room temperature for 2 h. The reaction mixture was poured into water and extracted with ethyl acetate. The extract was washed with brine, dried over anhydrous ma... The reactants are CC=1C(=NN(C1)C1=C(C(=O)NC(C(C(=O)O)O)CC2=CC=CC=C2)C=CC=N1)C1=CC=CC=C1 (3-(2-(4-methyl-3-phenyl-1H-pyrazol-1-yl)nicotinamido)-2-hydroxy-4-phenylbutanoic acid), Cl.CON (O-methylhydroxylamine hydrochloride). The product is OC(C(CC1=CC=CC=C1)NC(C1=C(N=CC=C1)N1N=C(C(=C1)C)C1=CC=CC=C1)=O)C(=O)NOC (N-(3-Hydroxy-4-(methoxyamino)-4-oxo-1-phenylbutan-2-yl)-2-(4-methyl-3-phenyl-1H-pyrazol-1-yl)nicotinamide). As a reaction SMILES: [CH3:1][C:2]1[C:3]([C:29]2[CH:34]=[CH:33][CH:32]=[CH:31][CH:30]=2)=[N:4][N:5]([C:7]2[N:28]=[CH:27][CH:26]=[CH:25][C:8]=2[C:9]([NH:11][CH:12]([CH2:18][C:19]2[CH:24]=[CH:23][CH:22]=[CH:21][CH:20]=2)[CH:13]([OH:17])[C:14](O)=[O:15])=[O:10])[CH:6]=1.Cl.[CH3:36][O:37][NH2:38]>>[OH:17][CH:13]([C:14]([NH:38][O:37][CH3:36])=[O:15])[CH:12]([NH:11][C:9](=[O:10])[C:8]1[CH:25]=[CH:26][CH:27]=[N:28][C:7]=1[N:5]1[CH:6]=[C:2]([CH3:1])[C:3]([C:29]2[CH:30]=[CH:31][CH:32]=[CH:33][CH:34]=2)=[N:4]1)[CH2:18][C:19]1[CH:20]=[CH:21][CH:22]=[CH:23][CH:24]=1 |f:1.2|. Procedure details: The reaction was carried out in analogy to reaction step 1.3 by reacting 3-(2-(4-methyl-3-phenyl-1H-pyrazol-1-yl)nicotinamido)-2-hydroxy-4-phenylbutanoic acid with O-methylhydroxylamine hydrochloride. ESI-MS [M+H]+: 486.2 The reactants are CONC(=O)c1ccc(C)c(Nc2nc(S(C)=O)nc(N(C)CC(C)(C)C)c2C#N)c1, C1CCOC1, CN1CCCNCC1. Product: CONC(=O)c1ccc(C)c(Nc2nc(N3CCCN(C)CC3)nc(N(C)CC(C)(C)C)c2C#N)c1. RXN SMILES: [C:1](#[N:2])[c:3]1[c:4]([NH:19][c:20]2[cH:21][c:22]([C:23](=[O:24])[NH:25][O:26][CH3:27])[cH:28][cH:29][c:30]2[CH3:31])[n:5][c:6]([S:16]([CH3:17])=[O:18])[n:7][c:8]1[N:9]([CH3:10])[CH2:11][C:12]([CH3:13])([CH3:14])[CH3:15].[CH2:40]1[O:41][CH2:42][CH2:43][CH2:44]1.[CH3:32][N:33]1[CH2:34][CH2:35][NH:36][CH2:37][CH2:38][CH2:39]1>>[C:1](#[N:2])[c:3]1[c:4]([NH:19][c:20]2[cH:21][c:22]([C:23](=[O:24])[NH:25][O:26][CH3:27])[cH:28][cH:29][c:30]2[CH3:31])[n:5][c:6]([N:36]2[CH2:35][CH2:34][N:33]([CH3:32])[CH2:39][CH2:38][CH2:37]2)[n:7][c:8]1[N:9]([CH3:10])[CH2:11][C:12]([CH3:13])([CH3:14])[CH3:15]. The reagents and catalysts are C(C1=CC=CC=C1)(=O)OOC(C1=CC=CC=C1)=O (benzoyl peroxide). Reported procedure: By the same method and under the same reaction conditions as in Reference Example 4, the dispersing medium was changed from kerosene to ISOPAR-E (an alkane-type solvent, made by Esso Corporation, U.S.A.), and 78.5 g of iso-butyl methacrylate, 15 g of methyl methacrylate, 5.6 g of methacrylic acid (the mole ratio of the three monomers being 5.5:1.5:3), 1 g of benzoyl peroxide and 1 ml of n-dodecyl mercaptan were reacted in 350 ml of the dispersing medium to afford 107 g of iso-butyl methacrylate-... Starting materials: C(C(=C)C)(=O)O (methacrylic acid), kerosene, C(C(=C)C)(=O)OC (methyl methacrylate), alkane, C(C(=C)C)(=O)OCC(C)C (iso-butyl methacrylate), C(CCCCCCCCCCC)S (n-dodecyl mercaptan). The product is C(C(=C)C)(=O)OCC(C)C.C(C(=C)C)(=O)OC.C(C(=C)C)(=O)O (iso-butyl methacrylate methyl methacrylate methacrylic acid). As a reaction SMILES: [C:1]([O:6][CH2:7][CH:8]([CH3:10])[CH3:9])(=[O:5])[C:2]([CH3:4])=[CH2:3].[C:11]([O:16][CH3:17])(=[O:15])[C:12]([CH3:14])=[CH2:13].[C:18]([OH:23])(=[O:22])[C:19]([CH3:21])=[CH2:20].C(S)CCCCCCCCCCC>C(OOC(=O)C1C=CC=CC=1)(=O)C1C=CC=CC=1>[C:1]([O:6][CH2:7][CH:8]([CH3:10])[CH3:9])(=[O:5])[C:2]([CH3:4])=[CH2:3].[C:11]([O:16][CH3:17])(=[O:15])[C:12]([CH3:14])=[CH2:13].[C:18]([OH:23])(=[O:22])[C:19]([CH3:21])=[CH2:20] |f:5.6.7|. Isolated yield 500.9%. The product is Nc1cc(OC(F)F)ccc1O. RXN SMILES: [CH2:15]1[O:16][CH2:17][CH2:18][O:19][CH2:20]1.[F:1][CH:2]([O:3][c:4]1[cH:5][c:6]([N+:11]([O-:12])=[O:13])[c:7]([OH:10])[cH:8][cH:9]1)[F:14].[H:21][H:22].[OH2:23]>>[F:1][CH:2]([O:3][c:4]1[cH:5][c:6]([NH2:11])[c:7]([OH:10])[cH:8][cH:9]1)[F:14]. Starting materials: C1COCCO1, O=[N+]([O-])c1cc(OC(F)F)ccc1O, [H][H], O.